From a dataset of the Open Reaction Database (ORD), a public repository of structured organic reaction records. describe an organic reaction: reactants, conditions, products, and yield Starting materials: C(=O)(O)[O-].[Na+] (NaHCO3), CC(=O)O (AcOH), N1CCCC1 (pyrrolidine), SiO2, crude product, C(C)(=O)O[BH-](OC(C)=O)OC(C)=O.[Na+] (Sodium triacetoxyborohydride), C(=O)C1=CC=C(O1)C(=O)O (5-formyl-furan-2-carboxylic acid), [N+](=[N-])=C (diazomethane), CCOCC (ether). Solvent: CCOC(=O)C.CCCCCC (EtOAc n-hexane), C1CCOC1 (THF), C1CCOC1 (THF). Conditions: time 5 hour. The product is COC(=O)C=1OC(=CC1)CN1CCCC1 (5-Pyrrolidin-1-ylmethyl-furan-2-carboxylic acid methyl ester). Isolated yield 31.0%. Reaction SMILES: [CH:1]([C:3]1[O:7][C:6]([C:8]([OH:10])=[O:9])=[CH:5][CH:4]=1)=O.[N+](=[CH2:13])=[N-].CCOCC.CC(O)=O.[NH:23]1[CH2:27][CH2:26][CH2:25][CH2:24]1.C(O[BH-](OC(=O)C)OC(=O)C)(=O)C.[Na+].C([O-])(O)=O.[Na+]>C1COCC1.CCOC(C)=O.CCCCCC>[CH3:13][O:10][C:8]([C:6]1[O:7][C:3]([CH2:1][N:23]2[CH2:27][CH2:26][CH2:25][CH2:24]2)=[CH:4][CH:5]=1)=[O:9] |f:5.6,7.8,10.11|. Procedure: A solution of 5-formyl-furan-2-carboxylic acid (2 g, 14.3 mmol) in THF (5 ml) at r.t. was treated with freshly prepared diazomethane in ether (ca. 20 mg/ml) (0.72 ml, 1.2 eq.). The solvent was evaporated and the crude product (1 g, 6.5 mmol) dissolved in THF (10 ml). AcOH (467 mg, 7.8 mmol, 1.2 eq.) and pyrrolidine (554 mg, 7.8 mmol, 1.2 eq.) were added and the mixture stirred at r.t. for 5 hrs. Sodium triacetoxyborohydride (2.06 g, 9.7 mmol, 1.5 eq.) was then added and stirring continued at r.t... The reactants are COC(C(C1=CC=C(C=C1)OCCCCCCOC1=CC=CC=C1)=O)=O (alpha-oxo-4-[[(6-phenoxy)hexyl]oxy]benzeneacetic acid methyl ester). The solvent is CO (methanol), [OH-].[Na+] (sodium hydroxide). The product is O=C(C(=O)O)C1=CC=C(C=C1)OCCCCCCOC1=CC=CC=C1 (alpha-oxo-4-[[(6-phenoxy)hexyl]oxy]benzeneacetic acid). Yield: 69.4%. Reaction SMILES: C[O:2][C:3](=[O:26])[C:4](=[O:25])[C:5]1[CH:10]=[CH:9][C:8]([O:11][CH2:12][CH2:13][CH2:14][CH2:15][CH2:16][CH2:17][O:18][C:19]2[CH:24]=[CH:23][CH:22]=[CH:21][CH:20]=2)=[CH:7][CH:6]=1>CO.[OH-].[Na+]>[O:25]=[C:4]([C:5]1[CH:10]=[CH:9][C:8]([O:11][CH2:12][CH2:13][CH2:14][CH2:15][CH2:16][CH2:17][O:18][C:19]2[CH:20]=[CH:21][CH:22]=[CH:23][CH:24]=2)=[CH:7][CH:6]=1)[C:3]([OH:26])=[O:2] |f:2.3|. Reported procedure: A mixture of alpha-oxo-4-[[(6-phenoxy)hexyl]oxy]benzeneacetic acid methyl ester (0.75 g) in methanol and 0.5N sodium hydroxide (8 mL) was treated as in Example 19. Extraction provided solids which were crystallized from diethyl ether-hexane to give 0.5 g of colorless alpha-oxo-4-[[(6-phenoxy)hexyl]oxy]benzeneacetic acid, mp 121°-122° C. Reactants: COCCOCCOCCCN1C(NC(C1=O)(C)C)(C)C (3-(3-(2-(2-methoxyethoxy)ethoxy)propyl)-2,2,5,5-tetramethylimidazolidin-4-one), ClOC(C)(C)C (tert-butyl hypochlorite). Solvent: CO (methanol), ice water. Conditions: time 5 minute. Product: ClN1C(N(C(C1(C)C)=O)CCCOCCOCCOC)(C)C (1-Chloro-3-(3-(2-(2-methoxyethoxy)ethoxy)propyl)-2,2,5,5-tetramethylimidazolidin-4-one). Yield: 95.5%. Reaction SMILES: [CH3:1][O:2][CH2:3][CH2:4][O:5][CH2:6][CH2:7][O:8][CH2:9][CH2:10][CH2:11][N:12]1[C:16](=[O:17])[C:15]([CH3:19])([CH3:18])[NH:14][C:13]1([CH3:21])[CH3:20].[Cl:22]OC(C)(C)C>CO>[Cl:22][N:14]1[C:15]([CH3:19])([CH3:18])[C:16](=[O:17])[N:12]([CH2:11][CH2:10][CH2:9][O:8][CH2:7][CH2:6][O:5][CH2:4][CH2:3][O:2][CH3:1])[C:13]1([CH3:21])[CH3:20]. Procedure details: A solution of 3-(3-(2-(2-methoxyethoxy)ethoxy)propyl)-2,2,5,5-tetramethylimidazolidin-4-one (182 g, 0.60 mmol) in methanol (10 mL) was cooled in ice water for 10 minutes, before neat tert-butyl hypochlorite (0.10 mL, 0.9 mmol, 1.5 equiv.) was added in one portion. High pressure liquid chromatography-mass spectroscopy analysis after 5 minutes showed all starting amine had been consumed. After 20 min, the mixture was concentrated in vacuo to an oil, which was absorbed on silica (1 g). Chromatograp... Reactants: CCOc1cc(C(F)(F)F)ccc1C=CC(=O)O, Cl, CS(=O)(=O)Nc1c(F)cc(CN)cc1F. Product: CCOc1cc(C(F)(F)F)ccc1C=CC(=O)NCc1cc(F)c(NS(C)(=O)=O)c(F)c1. As a reaction SMILES: [CH2:17]([CH3:18])[O:19][c:20]1[c:21]([CH:30]=[CH:31][C:32](=[O:33])[OH:34])[cH:22][cH:23][c:24]([C:26]([F:27])([F:28])[F:29])[cH:25]1.[ClH:16].[NH2:1][CH2:2][c:3]1[cH:4][c:5]([F:15])[c:6]([NH:10][S:11](=[O:12])(=[O:13])[CH3:14])[c:7]([F:9])[cH:8]1>>[NH:1]([CH2:2][c:3]1[cH:4][c:5]([F:15])[c:6]([NH:10][S:11](=[O:12])(=[O:13])[CH3:14])[c:7]([F:9])[cH:8]1)[C:32]([CH:31]=[CH:30][c:21]1[c:20]([O:19][CH2:17][CH3:18])[cH:25][c:24]([C:26]([F:27])([F:28])[F:29])[cH:23][cH:22]1)=[O:33]. Reactants: O=Cc1ccccc1Br, O=C([O-])[O-], CC(=O)[O-], CC(=O)[O-], CCCC[N+](CCCC)(CCCC)CCCC, CC(C)=O, OB(O)c1ccc(Cl)cc1, [I-], [K+], [K+], O, [Pd+2]. Product: O=Cc1ccccc1-c1ccc(Cl)cc1. Reaction SMILES: [Br:1][c:2]1[c:3]([CH:4]=[O:5])[cH:6][cH:7][cH:8][cH:9]1.[C:20](=[O:21])([O-:22])[O-:23].[C:44]([O-:45])(=[O:46])[CH3:47].[C:49]([O-:50])(=[O:51])[CH3:52].[CH2:27]([N+:28]([CH2:29][CH2:30][CH2:31][CH3:32])([CH2:33][CH2:34][CH2:35][CH3:36])[CH2:37][CH2:38][CH2:39][CH3:40])[CH2:41][CH2:42][CH3:43].[CH3:54][C:55]([CH3:56])=[O:57].[Cl:10][c:11]1[cH:12][cH:13][c:14]([B:17]([OH:18])[OH:19])[cH:15][cH:16]1.[I-:26].[K+:24].[K+:25].[OH2:53].[Pd+2:48]>>[c:2]1(-[c:14]2[cH:13][cH:12][c:11]([Cl:10])[cH:16][cH:15]2)[c:3]([CH:4]=[O:5])[cH:6][cH:7][cH:8][cH:9]1. Reactants: FC=1C=CC(=NC1)N (5-fluoropyridin-2-amine), [H-].[Na+] (sodium hydride), CI (methyl iodide). Solvent: O1CCCC1 (tetrahydrofuran), O1CCCC1 (tetrahydrofuran). Run at temperature 40 celsius, time 30 minute. Product: FC=1C=CC(=NC1)NC (5-Fluoro-N-methylpyridin-2-amine). Isolated yield 22.9%. Reaction SMILES: [H-].[Na+].[F:3][C:4]1[CH:5]=[CH:6][C:7]([NH2:10])=[N:8][CH:9]=1.[CH3:11]I>O1CCCC1>[F:3][C:4]1[CH:5]=[CH:6][C:7]([NH:10][CH3:11])=[N:8][CH:9]=1 |f:0.1|. Procedure details: To a suspension of sodium hydride (60% dispersion in mineral oil, 117.8 mg, 4.91 mmol) in tetrahydrofuran (25 ml) was added a solution of 5-fluoropyridin-2-amine (500 mg, 4.46 mmol) in tetrahydrofuran (25 ml) at room temperature and the reaction mixture was stirred at 40° C. for 30 min. Then to the reaction mixture was added methyl iodide (696.9 mg, 4.91 mmol) at −40° C. and the resulting mixture was stand at room temperature overnight with stirring. The reaction was quenched by the addition of ...